From a dataset of the Open Reaction Database (ORD), a public repository of structured organic reaction records. describe an organic reaction: reactants, conditions, products, and yield Starting materials: [OH-].[Na+] (NaOH), N1=CN=C(C=C1)C1=CC=C(C(=O)OC)C=C1 (Methyl 4-(4-pyrimidinyl)benzoate), Cl (HCl). The solvent is C(C)O (ethanol). The product is N1=CN=C(C=C1)C1=CC=C(C(=O)Cl)C=C1 (4-(4-pyrimidinyl)benzoyl chloride). RXN SMILES: [N:1]1[CH:6]=[CH:5][C:4]([C:7]2[CH:16]=[CH:15][C:10]([C:11](OC)=[O:12])=[CH:9][CH:8]=2)=[N:3][CH:2]=1.[OH-].[Na+].[ClH:19]>C(O)C>[N:1]1[CH:6]=[CH:5][C:4]([C:7]2[CH:16]=[CH:15][C:10]([C:11]([Cl:19])=[O:12])=[CH:9][CH:8]=2)=[N:3][CH:2]=1 |f:1.2|. Reported procedure: Methyl 4-(4-pyrimidinyl)benzoate (0.41 g, 1.9 mmol) was stirred at room temperature in ethanol (20 mL) and 2N NaOH(aq) (20 mL) for 1 hour. 2N HCl(aq) was added until a precipitate formed. The resulting suspension was concentrated in vacuo and azeotroped with toluene. Thionyl chloride (100 mL) and DMF (1 drop) were added and the reaction mixture refluxed for 1 hour. The reaction mixture was concentrated in vacuo and azeotroped twice with dichloromethane to yield 4-(4-pyrimidinyl)benzoyl chloride....